From a dataset of the Open Reaction Database (ORD), a public repository of structured organic reaction records. describe an organic reaction: reactants, conditions, products, and yield Starting materials: O1C(COCCOCCOCC1)CS(=O)(=O)CCC(C)(C)NC(OCC1=CC=CC=C1)=O (benzyl 4-((1,4,7,10-tetraoxacyclododecan-2-yl)methylsulfonyl)-2-methylbutan-2-ylcarbamate). Solvent: CO (methanol). Yields the product O1C(COCCOCCOCC1)CS(=O)(=O)CCC(C)(N)C (4-((1,4,7,10-Tetraoxacyclododecan-2-yl)methylsulfonyl)-2-methylbutan-2-amine). Reported procedure: A solution of benzyl 4-((1,4,7,10-tetraoxacyclododecan-2-yl)methylsulfonyl)-2-methylbutan-2-ylcarbamate (120.8 mg, 0.255 mmol) in methanol (1 ml) was put under N2, and 10% palladium on carbon (30 mg) was added. The vessel was purged with hydrogen (1.3 atmospheres) and the suspension stirred for 3.5 hours. The suspension was filtered through a polytetrafluoroethylene filter (0.45 um), and the filtrate concentrated in vacuo to give the title compound as a clear oil (quantitative); LRMS (ESI/APCI) ... Reaction conditions: time 3.5 hour. RXN SMILES: [O:1]1[CH2:12][CH2:11][O:10][CH2:9][CH2:8][O:7][CH2:6][CH2:5][O:4][CH2:3][CH:2]1[CH2:13][S:14]([CH2:17][CH2:18][C:19]([NH:22]C(=O)OCC1C=CC=CC=1)([CH3:21])[CH3:20])(=[O:16])=[O:15]>CO.[Pd]>[O:1]1[CH2:12][CH2:11][O:10][CH2:9][CH2:8][O:7][CH2:6][CH2:5][O:4][CH2:3][CH:2]1[CH2:13][S:14]([CH2:17][CH2:18][C:19]([CH3:21])([NH2:22])[CH3:20])(=[O:16])=[O:15]. Reagents/catalysts: [Pd] (palladium on carbon). The reactants are C(C1=CC=CC=C1)OC1=C(C=C(C=O)C=C1)OC (vanillin benzyl ether), BrC=1C=NC2=CC=CC=C2C1 (3-bromoquinoline), solution, C(CCC)[Li] (n-butyllithium), ice water. Run in CCOCC (ether), CCOCC (ether). Conditions: time 10 minute. The product is C(C1=CC=CC=C1)OC1=C(C=C(C=C1)C(O)C=1C=NC2=CC=CC=C2C1)OC (α[4-(benzyloxy)-3-methoxyphenyl]-3-quinolinemethanol). Reaction SMILES: Br[C:2]1[CH:3]=[N:4][C:5]2[C:10]([CH:11]=1)=[CH:9][CH:8]=[CH:7][CH:6]=2.C([Li])CCC.[CH2:17]([O:24][C:25]1[CH:32]=[CH:31][C:28]([CH:29]=[O:30])=[CH:27][C:26]=1[O:33][CH3:34])[C:18]1[CH:23]=[CH:22][CH:21]=[CH:20][CH:19]=1>CCOCC>[CH2:17]([O:24][C:25]1[CH:32]=[CH:31][C:28]([CH:29]([C:2]2[CH:3]=[N:4][C:5]3[C:10]([CH:11]=2)=[CH:9][CH:8]=[CH:7][CH:6]=3)[OH:30])=[CH:27][C:26]=1[O:33][CH3:34])[C:18]1[CH:23]=[CH:22][CH:21]=[CH:20][CH:19]=1. Procedure details: A solution of 25.0 g of 3-bromoquinoline is dissolved in 200 ml of dry ether and cooled to -60° . At this temperature there are added dropwise within 15 minutes 75.1 ml of a 1.6 molar solution of n-butyllithium, whereupon the mixture is stirred for 10 minutes. A solution of 26.5 g of vanillin benzyl ether in 250 ml of dry ether is added dropwise thereto at -60°, the mixture is subsequently stirred at room temperature for 3 hours, poured into about 1.5 1 of ice-water and extracted three times wit... Reactants: C(Cl)Cl (CH2Cl2), IC=1C=NN2C1N=C(C=C2N(COCC[Si](C)(C)C)COCC[Si](C)(C)C)C(C)NC2CCOCC2 (3-iodo-5-(1-(tetrahydro-2H-pyran-4-ylamino)ethyl)-N,N-bis((2-(trimethylsilyl)ethoxy)methyl)pyrazolo[1,5-a]pyrimidin-7-amine), B(O)O.FC=1C=C2C=CC=NC2=CC1 (6-fluoroquinoline boronate), C(=O)([O-])[O-].[K+].[K+] (K2CO3). The reagents and catalysts are C1=CC=C(C=C1)P([C-]2C=CC=C2)C3=CC=CC=C3.C1=CC=C(C=C1)P([C-]2C=CC=C2)C3=CC=CC=C3.Cl[Pd]Cl.[Fe+2] (PdCl2(dppf)). Run in O1CCOCC1 (dioxane), O (H2O). Reaction conditions: temperature 100 celsius. Product: FC=1C=C2C=C(C=NC2=CC1)C=1C=NN2C1N=C(C=C2N(COCC[Si](C)(C)C)COCC[Si](C)(C)C)C(C)NC2CCOCC2 (3-(6-fluoroquinolin-3-yl)-5-(1-(tetrahydro-2H-pyran-4-ylamino)ethyl)-N,N-bis((2-(trimethylsilyl)ethoxy)methyl)pyrazolo[1,5-a]pyrimidin-7-amine). Yield: 60.0%. RXN SMILES: I[C:2]1[CH:3]=[N:4][N:5]2[C:10]([N:11]([CH2:20][O:21][CH2:22][CH2:23][Si:24]([CH3:27])([CH3:26])[CH3:25])[CH2:12][O:13][CH2:14][CH2:15][Si:16]([CH3:19])([CH3:18])[CH3:17])=[CH:9][C:8]([CH:28]([NH:30][CH:31]3[CH2:36][CH2:35][O:34][CH2:33][CH2:32]3)[CH3:29])=[N:7][C:6]=12.B(O)O.[F:40][C:41]1[CH:42]=[C:43]2[C:48](=[CH:49][CH:50]=1)[N:47]=[CH:46][CH:45]=[CH:44]2.C([O-])([O-])=O.[K+].[K+].C(Cl)Cl>C1C=CC(P(C2C=CC=CC=2)[C-]2C=CC=C2)=CC=1.C1C=CC(P(C2C=CC=CC=2)[C-]2C=CC=C2)=CC=1.Cl[Pd]Cl.[Fe+2].O.O1CCOCC1>[F:40][C:41]1[CH:42]=[C:43]2[C:48](=[CH:49][CH:50]=1)[N:47]=[CH:46][C:45]([C:2]1[CH:3]=[N:4][N:5]3[C:10]([N:11]([CH2:20][O:21][CH2:22][CH2:23][Si:24]([CH3:27])([CH3:26])[CH3:25])[CH2:12][O:13][CH2:14][CH2:15][Si:16]([CH3:19])([CH3:18])[CH3:17])=[CH:9][C:8]([CH:28]([NH:30][CH:31]4[CH2:36][CH2:35][O:34][CH2:33][CH2:32]4)[CH3:29])=[N:7][C:6]=13)=[CH:44]2 |f:1.2,3.4.5,7.8.9.10|. Reported procedure: To 3-iodo-5-(1-(tetrahydro-2H-pyran-4-ylamino)ethyl)-N,N-bis((2-(trimethylsilyl)ethoxy)methyl)pyrazolo[1,5-a]pyrimidin-7-amine (0.14 g, 0.21 mmol) was added 6-fluoroquinoline boronate (0.11 g, 0.42 mmol), K2CO3 (87 mg, 0.63 mmol), PdCl2(dppf).CH2Cl2 (18 mg, 0.02 mmol), dioxane (4 ml) and H2O (1 ml). The resulting mixture was heated at 100° C. for 2 hours, at which time LC/MS analysis confirmed full consumption of starting material. On cooling, the solvent was rotoevaporated, and the crude was re... Starting materials: COC1=CC2=C(N=C(N2)C2=C(C=C(C=C2)O)OC)C=C1 (5-methoxy-2-(2'-methoxy-4'-hydroxy-phenyl)-benzimidazole), CS(=O)(=O)Cl (methanesulfonic acid chloride). Yields the product COC1=CC2=C(N=C(N2)C2=C(C=C(C=C2)OS(=O)(=O)C)OC)C=C1 (5-Methoxy-2-(2'-methoxy-4'-methanesulfonyloxy-phenyl)-benzimidazole). As a reaction SMILES: [CH3:1][O:2][C:3]1[CH:20]=[CH:19][C:6]2[N:7]=[C:8]([C:10]3[CH:15]=[CH:14][C:13]([OH:16])=[CH:12][C:11]=3[O:17][CH3:18])[NH:9][C:5]=2[CH:4]=1.[CH3:21][S:22](Cl)(=[O:24])=[O:23]>>[CH3:1][O:2][C:3]1[CH:20]=[CH:19][C:6]2[N:7]=[C:8]([C:10]3[CH:15]=[CH:14][C:13]([O:16][S:22]([CH3:21])(=[O:24])=[O:23])=[CH:12][C:11]=3[O:17][CH3:18])[NH:9][C:5]=2[CH:4]=1. Procedure details: Prepared analogously to Example 1 from 5-methoxy-2-(2'-methoxy-4'-hydroxy-phenyl)-benzimidazole and methanesulfonic acid chloride. Starting materials: CC(C)(C)C1(C(C)(F)n2cncn2)CO1, COCCOCCOC, Oc1ccc(F)cc1, O. Product: CC(C)(C)C(O)(COc1ccc(F)cc1)C(C)(F)n1cncn1. Reaction SMILES: [C:1]([CH3:2])([CH3:3])([CH3:4])[C:5]1([C:8]([CH3:9])([n:10]2[n:11][cH:12][n:13][cH:14]2)[F:15])[O:6][CH2:7]1.[CH3:25][O:26][CH2:27][CH2:28][O:29][CH2:30][CH2:31][O:32][CH3:33].[F:16][c:17]1[cH:18][cH:19][c:20]([OH:23])[cH:21][cH:22]1.[OH2:24]>>[C:1]([CH3:2])([CH3:3])([CH3:4])[C:5]([OH:6])([CH2:7][O:23][c:20]1[cH:19][cH:18][c:17]([F:16])[cH:22][cH:21]1)[C:8]([CH3:9])([n:10]1[n:11][cH:12][n:13][cH:14]1)[F:15]. As a reaction SMILES: [Cl:1][C:2]1[CH:10]=[C:9]([CH3:11])[C:8]([Cl:12])=[CH:7][C:3]=1[C:4]([OH:6])=[O:5].[N+:13]([O-])([OH:15])=[O:14]>OS(O)(=O)=O>[Cl:1][C:2]1[C:10]([N+:13]([O-:15])=[O:14])=[C:9]([CH3:11])[C:8]([Cl:12])=[CH:7][C:3]=1[C:4]([OH:6])=[O:5]. Run at time 3 hour. The product is ClC1=C(C(=O)O)C=C(C(=C1[N+](=O)[O-])C)Cl (2,5-Dichloro-4-methyl-3-nitrobenzoic acid). Procedure: 41 g of 2,5-dichloro-4-methylbenzoic acid are added in portions to a mixture of 100 ml of concentrated H2SO4 and 20 ml of 68% strength HNO3. The mixture is kept at 50° for 3 hours and then poured onto 600 g of ice. The solid which has precipitated is isolated, dried and stirred with a little toluene. Melting point: 210°-18°, yield: 43.8 g. The reactants are ClC1=C(C(=O)O)C=C(C(=C1)C)Cl (2,5-dichloro-4-methylbenzoic acid), [N+](=O)(O)[O-] (HNO3), ice. Solvent: OS(=O)(=O)O (H2SO4). The reactants are CC(C)N1CCC(Oc2cc3cc4n(c3cc2Br)C(C)CNC4=O)CC1, BrCC1CC1, [H-], [Na+]. Reaction SMILES: [Br:1][c:2]1[c:3]([O:17][CH:18]2[CH2:19][CH2:20][N:21]([CH:24]([CH3:25])[CH3:26])[CH2:22][CH2:23]2)[cH:4][c:5]2[cH:6][c:7]3[n:8]([c:9]2[cH:10]1)[CH:11]([CH3:16])[CH2:12][NH:13][C:14]3=[O:15].[Br:29][CH2:30][CH:31]1[CH2:32][CH2:33]1.[H-:27].[Na+:28]>>[Br:1][c:2]1[c:3]([O:17][CH:18]2[CH2:19][CH2:20][N:21]([CH:24]([CH3:25])[CH3:26])[CH2:22][CH2:23]2)[cH:4][c:5]2[cH:6][c:7]3[n:8]([c:9]2[cH:10]1)[CH:11]([CH3:16])[CH2:12][N:13]([CH2:30][CH:31]1[CH2:32][CH2:33]1)[C:14]3=[O:15]. Yields the product CC(C)N1CCC(Oc2cc3cc4n(c3cc2Br)C(C)CN(CC2CC2)C4=O)CC1. Reactants: BrCCC(=O)O (3-Bromopropanoic acid), BrCCCCCC(=O)OC(C)(C)C (tert-butyl 6-bromohexanoate). Solvent: C=C(C)C (iso-butene). Yields the product C(C)(C)(C)C(C(=O)O)CBr (Tert-butyl 3-bromopropanoic Acid). Yield: 36.0%. Reaction SMILES: [Br:1][CH2:2][CH2:3][C:4]([OH:6])=[O:5].BrCCCCCC(O[C:16]([CH3:19])([CH3:18])[CH3:17])=O>C=C(C)C>[C:16]([CH:3]([CH2:2][Br:1])[C:4]([OH:6])=[O:5])([CH3:19])([CH3:18])[CH3:17]. Procedure: 3-Bromopropanoic acid (8.2 g, 53.6 mmol) and iso-butene (60 ml) were reacted by the same procedure as described in Example 1 for the preparation of tert-butyl 6-bromohexanoate and afforded the title material (4 g, 36%) as a colorless liquid. Starting materials: Cl.C(C)(C)(C)NCC(=O)C1=CC(=C(C=C1)O)O (3,4-dihydroxyphenyl tert-butylaminomethyl ketone hydrochloride), C[O-].[Na+] (sodium methoxide), C1(=CC=CC=C1)[O-].[Na+] (sodium phenolate salt). Product: CC(C(=O)Cl)(CCC)C (2,2-dimethylpentanoyl chloride). Reaction SMILES: [ClH:1].C(NC[C:8]([C:10]1[CH:15]=[CH:14][C:13](O)=C(O)[CH:11]=1)=[O:9])(C)(C)C.[CH3:18][O-].[Na+].C1([O-])C=CC=CC=1.[Na+]>>[CH3:18][C:10]([CH3:11])([CH2:15][CH2:14][CH3:13])[C:8]([Cl:1])=[O:9] |f:0.1,2.3,4.5|. Reported procedure: Proceeding in a manner similar to that described in Example 2A above, 26 g. of 3,4-dihydroxyphenyl tert-butylaminomethyl ketone hydrochloride was interacted with 18 g. of sodium methoxide, and the resulting sodium phenolate salt was interacted with 30 ml. of 2,2-dimethylpentanoyl chloride to yield 17 g. of 3,4-bis(2,2-dimethylpentanoyloxy)phenyl tert-butylaminomethyl ketone hydrochloride as a white crystalline solid which melted at 183°-185° C. (uncorr.).